Task: describe an organic reaction: reactants, conditions, products, and yield. Dataset: the Open Reaction Database (ORD), a public repository of structured organic reaction records Reactants: C(C1=CC=CC=C1)N1C[C@H](CCC1)OC=1C=C2C=CN=C(C2=CC1)N1C(C2=CC=CC=C2C1=O)=O ((S)-2-[6-(1-benzylpiperidin-3-yloxy)isoquinolin-1-yl]-isoindole-1,3-dione), O.NN (hydrazine monohydrate). Solvent: C(C)O (ethanol). Conditions: temperature 50 celsius. Yields the product C(C1=CC=CC=C1)N1C[C@H](CCC1)OC=1C=C2C=CN=C(C2=CC1)N ((S)-6-(1-benzylpiperidine-3-yloxy)isoquinolin-1-yl amine). As a reaction SMILES: [CH2:1]([N:8]1[CH2:13][CH2:12][CH2:11][C@H:10]([O:14][C:15]2[CH:16]=[C:17]3[C:22](=[CH:23][CH:24]=2)[C:21]([N:25]2C(=O)C4C(=CC=CC=4)C2=O)=[N:20][CH:19]=[CH:18]3)[CH2:9]1)[C:2]1[CH:7]=[CH:6][CH:5]=[CH:4][CH:3]=1.O.NN>C(O)C>[CH2:1]([N:8]1[CH2:13][CH2:12][CH2:11][C@H:10]([O:14][C:15]2[CH:16]=[C:17]3[C:22](=[CH:23][CH:24]=2)[C:21]([NH2:25])=[N:20][CH:19]=[CH:18]3)[CH2:9]1)[C:2]1[CH:7]=[CH:6][CH:5]=[CH:4][CH:3]=1 |f:1.2|. Procedure details: To a solution of the above (S)-2-[6-(1-benzylpiperidin-3-yloxy)isoquinolin-1-yl]-isoindole-1,3-dione (20 mg, 43 μmol) in ethanol (2 ml) was added hydrazine monohydrate (−3 μL, 65 μmol). The mixture was heated at 50° C. for 2 h then concentrated in vacuo to give a residue. The residue was purified by prep-HPLC to give (S)-6-(1-benzylpiperidine-3-yloxy)isoquinolin-1-yl amine El-MS: m/z=334.3 [M+H]+.